Dataset: the Open Reaction Database (ORD), a public repository of structured organic reaction records. Task: describe an organic reaction: reactants, conditions, products, and yield Reactants: C(C=CC)N(C1=CC(=CC=C1)C(F)(F)F)C(C(Cl)Cl)=O (N-crotyl-m-trifluoromethyl dichloroacetanilide), C(C)O (ethanol), [OH-].[K+] (potassium hydroxide). Run in O (water). Reaction conditions: time 18 hour. Product: C(C=CC)NC1=CC(=CC=C1)C(F)(F)F (N-Crotyl-m-trifluoromethyl aniline). Isolated yield 85.9%. Reaction SMILES: [CH2:1]([N:5](C(=O)C(Cl)Cl)[C:6]1[CH:11]=[CH:10][CH:9]=[C:8]([C:12]([F:15])([F:14])[F:13])[CH:7]=1)[CH:2]=[CH:3][CH3:4].C(O)C.[OH-].[K+]>O>[CH2:1]([NH:5][C:6]1[CH:11]=[CH:10][CH:9]=[C:8]([C:12]([F:13])([F:14])[F:15])[CH:7]=1)[CH:2]=[CH:3][CH3:4] |f:2.3|. Procedure details: 64.64 grams (g) (0.198 mole) of N-crotyl-m-trifluoromethyl dichloroacetanilide and 300 milliliters (mL) of absolute ethanol were added to a round-bottomed flask, and stirred at room temperature, followed by the addition of 14.39 g of potassium hydroxide in 20 mL of water dropwise over a period of 10 minutes. After the addition was complete, the reaction mixture solidified with the precipitation of potassium dichloroacetate. The flask was swirled by hand to break up the solidified cake and stirri... The reactants are ClC1=C(C=CC=C1)C(C1=C(C=CC=C1)N1C(=NC=C1)CN1C(C=2C(C1=O)=CC=CC2)=O)=O (2'-chloro-2-[2-(phthalimidomethyl)imidazol-1-yl]benzophenone), NN (hydrazine), C(C)O (ethanol). Yields the product ClC1=C(C=CC=C1)C1=NCC=2N(C3=C1C=CC=C3)C=CN2 (6-(o-chlorophenyl)-4H-imidazo[1,2-a][1,4]benzodiazepine). As a reaction SMILES: [Cl:1][C:2]1[CH:7]=[CH:6][CH:5]=[CH:4][C:3]=1[C:8](=O)[C:9]1[CH:14]=[CH:13][CH:12]=[CH:11][C:10]=1[N:15]1C=C[N:17]=[C:16]1[CH2:20][N:21]1C(=O)C2=CC=CC=C2C1=O.NN.[CH2:35](O)[CH3:36]>>[Cl:1][C:2]1[CH:7]=[CH:6][CH:5]=[CH:4][C:3]=1[C:8]1[C:9]2[CH:14]=[CH:13][CH:12]=[CH:11][C:10]=2[N:15]2[CH:35]=[CH:36][N:17]=[C:16]2[CH2:20][N:21]=1. Procedure details: In the manner given in Example 33, 2'-chloro-2-[2-(phthalimidomethyl)imidazol-1-yl]benzophenone in ethanol is heated with hydrazine to give 6-(o-chlorophenyl)-4H-imidazo[1,2-a][1,4]benzodiazepine. Starting materials: COCCBr, O=C([O-])[O-], CN(C)C=O, O=C(Cn1nc(C(F)F)cc1C(F)F)N1CCC(c2nc(C3=NOC(c4ccccc4O)C3)cs2)CC1, [I-], [K+], [K+], [K+], O. The product is COCCOc1ccccc1C1CC(c2csc(C3CCN(C(=O)Cn4nc(C(F)F)cc4C(F)F)CC3)n2)=NO1. RXN SMILES: [Br:44][CH2:45][CH2:46][O:47][CH3:48].[C:38](=[O:39])([O-:40])[O-:41].[CH3:51][N:52]([CH3:53])[CH:54]=[O:55].[F:1][CH:2]([c:3]1[n:4][n:5]([CH2:11][C:12](=[O:13])[N:14]2[CH2:15][CH2:16][CH:17]([c:20]3[s:21][cH:22][c:23]([C:25]4=[N:26][O:27][CH:28]([c:30]5[c:31]([OH:36])[cH:32][cH:33][cH:34][cH:35]5)[CH2:29]4)[n:24]3)[CH2:18][CH2:19]2)[c:6]([CH:8]([F:9])[F:10])[cH:7]1)[F:37].[I-:50].[K+:42].[K+:43].[K+:49].[OH2:56]>>[F:1][CH:2]([c:3]1[n:4][n:5]([CH2:11][C:12](=[O:13])[N:14]2[CH2:15][CH2:16][CH:17]([c:20]3[s:21][cH:22][c:23]([C:25]4=[N:26][O:27][CH:28]([c:30]5[c:31]([O:36][CH2:45][CH2:46][O:47][CH3:48])[cH:32][cH:33][cH:34][cH:35]5)[CH2:29]4)[n:24]3)[CH2:18][CH2:19]2)[c:6]([CH:8]([F:9])[F:10])[cH:7]1)[F:37]. The reactants are COC=1C=CC=C2C=CNC12 (7-methoxyindole), [H-].[Na+] (sodium hydride), COC(C(C(=O)OC(C)(C)C)=CC=1C=NC=CC1)=O (2-Pyridin-3-ylmethylene-malonic acid tert-butyl ester methyl ester). The solvent is CN(C)C=O (DMF). Reaction conditions: time 30 minute. Product: COC(C(C(=O)OC(C)(C)C)C(C=1C=NC=CC1)N1C=CC2=CC=CC(=C12)OC)=O (2-[(7-methoxy-indol-1-yl)-pyridin-3-yl-methyl]-malonic acid tert-butyl ester methyl ester). RXN SMILES: [CH3:1][O:2][C:3]1[CH:4]=[CH:5][CH:6]=[C:7]2[C:11]=1[NH:10][CH:9]=[CH:8]2.[H-].[Na+].[CH3:14][O:15][C:16](=[O:32])[C:17](=[CH:25][C:26]1[CH:27]=[N:28][CH:29]=[CH:30][CH:31]=1)[C:18]([O:20][C:21]([CH3:24])([CH3:23])[CH3:22])=[O:19]>CN(C=O)C>[CH3:14][O:15][C:16](=[O:32])[CH:17]([CH:25]([N:10]1[C:11]2[C:7](=[CH:6][CH:5]=[CH:4][C:3]=2[O:2][CH3:1])[CH:8]=[CH:9]1)[C:26]1[CH:27]=[N:28][CH:29]=[CH:30][CH:31]=1)[C:18]([O:20][C:21]([CH3:23])([CH3:24])[CH3:22])=[O:19] |f:1.2|. Procedure details: To a solution of 7-methoxyindole in DMF was added sodium hydride (0.086 g, 60% in oil) at 0° C. and the resulting mixture was stirred for 30 minutes. 2-Pyridin-3-ylmethylene-malonic acid tert-butyl ester methyl ester (0.470 g) was added and the mixture was stirred for 2 hours at room temperature. The reaction mixture was partitioned between ethyl acetate and water, the organic layer was washed twice with water and once with brine, then dried over magnesium sulfate, filtered and evaporated to dry... The reactants are C(C=C)N(CC)CC (allyldiethyl amine), C(C=C)Br (allyl bromide), C(C)NCC (diethylamine), Br.C(C=C)[NH3+] (allyl ammonium hydrogen bromide). Solvent: CC(=O)C (acetone). Run at time 15 minute. Yields the product [Br-].C(C)[N+](CC=C)(CC=C)CC (diethyidiallylammonium bromide). RXN SMILES: [CH2:1]([Br:4])[CH:2]=[CH2:3].C(NCC)C.Br.C([NH3+])C=C.[CH2:15]([N:18]([CH2:21][CH3:22])[CH2:19][CH3:20])[CH:16]=[CH2:17]>CC(C)=O>[Br-:4].[CH2:19]([N+:18]([CH2:21][CH3:22])([CH2:15][CH:16]=[CH2:17])[CH2:1][CH:2]=[CH2:3])[CH3:20] |f:2.3,6.7|. Reported procedure: The diethyidiallylammonium bromide monomer was prepared in two steps. 60.5 Grams (0.5 mol) of allyl bromide were slowly added to 160 grams (2.20 mol) of diethylamine in 100 milliliters of acetone. After about 15 minutes, the solution became cloudy and white crystals of the byproduct, allyl ammonium hydrogen bromide, were formed. The solution containing allyldiethyl amine was filtered, and distilled at 112° C. under nitrogen to purify the material. The allyldiethyl amine was redissolved in 200 mi... Reactants: [N+](=O)([O-])C=1C=NC2=CC=CN=C2C1NCC(C)(C)NC(OC(C)(C)C)=O (tert-butyl N-{2-[(3-nitro[1,5]naphthyridin-4-yl)amino]-1,1-dimethylethyl}carbamate), [H][H] (hydrogen). Solvent: C(C)#N (acetonitrile), [Pt] (Pt/C). The product is NC=1C=NC2=CC=CN=C2C1NCC(C)(C)NC(OC(C)(C)C)=O (tert-butyl N-{2-[(3-amino[1,5]naphthyridin-4-yl)amino]-1,1-dimethylethyl]carbamate). Yield: 95.7%. As a reaction SMILES: [N+:1]([C:4]1[CH:5]=[N:6][C:7]2[C:12]([C:13]=1[NH:14][CH2:15][C:16]([NH:19][C:20](=[O:26])[O:21][C:22]([CH3:25])([CH3:24])[CH3:23])([CH3:18])[CH3:17])=[N:11][CH:10]=[CH:9][CH:8]=2)([O-])=O.[H][H]>C(#N)C.[Pt]>[NH2:1][C:4]1[CH:5]=[N:6][C:7]2[C:12]([C:13]=1[NH:14][CH2:15][C:16]([NH:19][C:20](=[O:26])[O:21][C:22]([CH3:25])([CH3:24])[CH3:23])([CH3:17])[CH3:18])=[N:11][CH:10]=[CH:9][CH:8]=2. Procedure: A Parr vessel was charged with a solution of tert-butyl N-{2-[(3-nitro[1,5]naphthyridin-4-yl)amino]-1,1-dimethylethyl}carbamate (12.62 g, 34.9 mmol) in acetonitrile (100 mL) and 5% Pt/C (2.00 g). The vessel was placed under hydrogen pressure (50 psi, 3.4×105 Pa) until hydrogen uptake ceased. The reaction mixture was filtered through a layer of CELITE filter aid and the filter cake was rinsed with acetonitrile. The filtrate was concentrated under reduced pressure to provide 11.07 g of tert-butyl ...